From a dataset of the Open Reaction Database (ORD), a public repository of structured organic reaction records. describe an organic reaction: reactants, conditions, products, and yield Conditions: time 30 minute. Run in CS(=O)C (DMSO). Reaction SMILES: COC(=O)CC[S:6][C:7]1[CH:8]=[C:9]([O:32][C:33]2[CH:38]=[CH:37][CH:36]=[CH:35][CH:34]=2)[C:10]([NH:13][C:14]2[S:15][CH:16]=[C:17]([CH:19]3[CH2:24][CH2:23][N:22]([C:25]([O:27][C:28]([CH3:31])([CH3:30])[CH3:29])=[O:26])[CH2:21][CH2:20]3)[N:18]=2)=[N:11][CH:12]=1.Cl[C:41]1[CH:46]=[CH:45][N:44]=[C:43]2[CH:47]=[CH:48][S:49][C:42]=12.CC([O-])(C)C.[K+].[NH4+].[Cl-]>CS(C)=O>[O:32]([C:9]1[C:10]([NH:13][C:14]2[S:15][CH:16]=[C:17]([CH:19]3[CH2:24][CH2:23][N:22]([C:25]([O:27][C:28]([CH3:31])([CH3:30])[CH3:29])=[O:26])[CH2:21][CH2:20]3)[N:18]=2)=[N:11][CH:12]=[C:7]([S:6][C:41]2[CH:46]=[CH:45][N:44]=[C:43]3[CH:47]=[CH:48][S:49][C:42]=23)[CH:8]=1)[C:33]1[CH:38]=[CH:37][CH:36]=[CH:35][CH:34]=1 |f:2.3,4.5|. The product is O(C1=CC=CC=C1)C=1C(=NC=C(C1)SC1=C2C(=NC=C1)C=CS2)NC=2SC=C(N2)C2CCN(CC2)C(=O)OC(C)(C)C (tert-butyl 4-(2-(3-phenoxy-5-(thieno[3,2-b]pyridin-7-ylthio)pyridin-2-ylamino)thiazol-4-yl)piperidine-1-carboxylate). Reactants: [NH4+].[Cl-] (NH4Cl), COC(CCSC=1C=C(C(=NC1)NC=1SC=C(N1)C1CCN(CC1)C(=O)OC(C)(C)C)OC1=CC=CC=C1)=O (tert-butyl 4-(2-(5-(3-methoxy-3-oxopropylthio)-3-phenoxypyridin-2-ylamino)thiazol-4-yl)piperidine-1-carboxylate), ClC1=C2C(=NC=C1)C=CS2 (7-chlorothieno[3,2-b]pyridine), CC(C)(C)[O-].[K+] (Potassium 2-methylpropan-2-olate). Procedure details: A 25 mL round-bottomed flask was charged with tert-butyl 4-(2-(5-(3-methoxy-3-oxopropylthio)-3-phenoxypyridin-2-ylamino)thiazol-4-yl)piperidine-1-carboxylate (500 mg, 0.876 mmol), 7-chlorothieno[3,2-b]pyridine (178 mg, 1.05 mmol), and DMSO (8 mL). Nitrogen was bubbled through the solution for 10 minutes. Potassium 2-methylpropan-2-olate (295 mg, 2.63 mmol) was added and stirred at room temperature for 30 minutes. The reaction was poured into saturated aqueous NH4Cl and extracted with EtOAc (2×20... Starting materials: COC(=O)c1cnc2cc(CCc3nc(C(C)C)cs3)ccn2c1=O, CC(C)[Al+]C(C)C, [Cl-], Cl, [H-], [NH4+], C1CCOC1. Product: CC(C)c1csc(CCc2ccn3c(=O)c(C=O)cnc3c2)n1. Reaction SMILES: [CH:1]([CH3:2])([CH3:3])[c:4]1[n:5][c:6]([CH2:9][CH2:10][c:11]2[cH:12][c:13]3[n:14]([c:15](=[O:23])[c:16]([C:19](=[O:20])[O:21][CH3:22])[cH:17][n:18]3)[cH:24][cH:25]2)[s:7][cH:8]1.[CH:27]([Al+:28][CH:29]([CH3:30])[CH3:31])([CH3:32])[CH3:33].[Cl-:34].[ClH:36].[H-:26].[NH4+:35].[O:37]1[CH2:38][CH2:39][CH2:40][CH2:41]1>>[CH:1]([CH3:2])([CH3:3])[c:4]1[n:5][c:6]([CH2:9][CH2:10][c:11]2[cH:12][c:13]3[n:14]([c:15](=[O:23])[c:16]([CH:19]=[O:20])[cH:17][n:18]3)[cH:24][cH:25]2)[s:7][cH:8]1. The reactants are CCO, N#Cc1cnc2ccc([N+](=O)[O-])cc2c1Cl, N#Cc1cccc(N)c1. The product is N#Cc1cccc(Nc2c(C#N)cnc3ccc([N+](=O)[O-])cc23)c1. Reaction SMILES: [CH3:26][CH2:27][OH:28].[Cl:1][c:2]1[c:3]([C:15]#[N:16])[cH:4][n:5][c:6]2[cH:7][cH:8][c:9]([N+:12](=[O:13])[O-:14])[cH:10][c:11]12.[NH2:17][c:18]1[cH:19][c:20]([C:21]#[N:22])[cH:23][cH:24][cH:25]1>>[c:2]1([NH:17][c:18]2[cH:19][c:20]([C:21]#[N:22])[cH:23][cH:24][cH:25]2)[c:3]([C:15]#[N:16])[cH:4][n:5][c:6]2[cH:7][cH:8][c:9]([N+:12](=[O:13])[O-:14])[cH:10][c:11]12. Reactants: COC=1C=C2C=CC(=NC2=CC1)C (6-methoxy-2-methylquinoline), [Se](=O)=O (selenium dioxide). Product: COC=1C=C2C=CC(=NC2=CC1)C=O (6-Methoxy-2-quinolinecarbaldehyde). The yield is 68.0%. Reaction SMILES: [CH3:1][O:2][C:3]1[CH:4]=[C:5]2[C:10](=[CH:11][CH:12]=1)[N:9]=[C:8]([CH3:13])[CH:7]=[CH:6]2.[Se](=O)=[O:15]>>[CH3:1][O:2][C:3]1[CH:4]=[C:5]2[C:10](=[CH:11][CH:12]=1)[N:9]=[C:8]([CH:13]=[O:15])[CH:7]=[CH:6]2. Reported procedure: The title compound was prepared from 6-methoxy-2-methylquinoline (6g) and selenium dioxide using methods as described in the literature for similar compounds (Mathes et al., 1957) in 68% yield. Reactants: CC(=O)OC(C)=O, O=C(O)CCCCCCC1CCC(O)CC1, Cc1ccc(S(=O)(=O)O)cc1. Yields the product CC(=O)OC1CCC(CCCCCCC(=O)O)CC1. As a reaction SMILES: [CH3:28][C:29](=[O:30])[O:31][C:32](=[O:33])[CH3:34].[OH:1][CH:2]1[CH2:3][CH2:4][CH:5]([CH2:8][CH2:9][CH2:10][CH2:11][CH2:12][CH2:13][C:14](=[O:15])[OH:16])[CH2:6][CH2:7]1.[c:17]1([CH3:18])[cH:19][cH:20][c:21]([S:22]([OH:23])(=[O:24])=[O:25])[cH:26][cH:27]1>>[O:1]([CH:2]1[CH2:3][CH2:4][CH:5]([CH2:8][CH2:9][CH2:10][CH2:11][CH2:12][CH2:13][C:14](=[O:15])[OH:16])[CH2:6][CH2:7]1)[C:29]([CH3:28])=[O:30].